This data is from the Open Reaction Database (ORD), a public repository of structured organic reaction records. The task is: describe an organic reaction: reactants, conditions, products, and yield The reactants are N1(CCCC1)CCCOC1=CC=C(C=C1)C1(CCOCC1)C=O (4-[4-(3-Pyrrolidin-1-ylpropoxy)phenyl]tetrahydro-2H-pyran-4-carbaldehyde), N1CCSCC1 (thiomorpholine). The reagents and catalysts are CC([O-])C.[Ti+4].CC([O-])C.CC([O-])C.CC([O-])C (titanium (IV) isopropoxide). Solvent: C(C)O (ethanol). Yields the product MeOH(4), N1(CCCC1)CCCOC1=CC=C(C=C1)C1(CCOCC1)CN1CCSCC1 (4-{4-[4-(3-Pyrrolidin-1-yl-propoxy)-phenyl]-tetrahydro-pyran-4-ylmethyl}-thiomorpholine). Isolated yield 55.4%. RXN SMILES: [N:1]1([CH2:6][CH2:7][CH2:8][O:9][C:10]2[CH:15]=[CH:14][C:13]([C:16]3([CH:22]=O)[CH2:21][CH2:20][O:19][CH2:18][CH2:17]3)=[CH:12][CH:11]=2)[CH2:5][CH2:4][CH2:3][CH2:2]1.[NH:24]1[CH2:29][CH2:28][S:27][CH2:26][CH2:25]1>CC(C)[O-].[Ti+4].CC(C)[O-].CC(C)[O-].CC(C)[O-].C(O)C>[N:1]1([CH2:6][CH2:7][CH2:8][O:9][C:10]2[CH:11]=[CH:12][C:13]([C:16]3([CH2:22][N:24]4[CH2:29][CH2:28][S:27][CH2:26][CH2:25]4)[CH2:21][CH2:20][O:19][CH2:18][CH2:17]3)=[CH:14][CH:15]=2)[CH2:2][CH2:3][CH2:4][CH2:5]1 |f:2.3.4.5.6|. Procedure details: 4-[4-(3-Pyrrolidin-1-ylpropoxy)phenyl]tetrahydro-2H-pyran-4-carbaldehyde (1.5 g, 4.726 mmol, 1 wt), thiomorpholine (930 mg, 9.027 mmol), absolute ethanol (60 ml), activated 3 Å molecular sieves (1.5 g), titanium (IV) isopropoxide (6.97 ml, 23.630 mmol) and STAB (8.51 g, 40.15 mmol) were reacted in accordance with the general procedure D. The isolated waxy solid was purified by column chromatography on silica eluting with DCM(95):MeOH(4):NH3(I) to give the title compound as a pale yellow oil (1.0... Starting materials: O=C([O-])[O-], SCc1ccccc1, CN(C)C=O, Cl, [K+], [K+], O=C(O)c1cccc([N+](=O)[O-])c1[N+](=O)[O-]. Yields the product O=C(O)c1cccc([N+](=O)[O-])c1SCc1ccccc1. Reaction SMILES: [C:9](=[O:10])([O-:11])[O-:12].[CH2:1]([c:2]1[cH:3][cH:4][cH:5][cH:6][cH:7]1)[SH:8].[CH3:31][N:32]([CH3:33])[CH:34]=[O:35].[ClH:30].[K+:13].[K+:14].[N+:15]([O-:16])(=[O:17])[c:18]1[c:19]([C:20](=[O:21])[OH:22])[cH:23][cH:24][cH:25][c:26]1[N+:27](=[O:28])[O-:29]>>[CH2:1]([c:2]1[cH:3][cH:4][cH:5][cH:6][cH:7]1)[S:8][c:18]1[c:19]([C:20](=[O:21])[OH:22])[cH:23][cH:24][cH:25][c:26]1[N+:27](=[O:28])[O-:29]. Reactants: COCCOc1cc2c(Cl)nc(Nc3cc(C)[nH]n3)cc2cc1OC, OC1COC1. The product is COCCOc1cc2c(OC3COC3)nc(Nc3cc(C)[nH]n3)cc2cc1OC. RXN SMILES: [Cl:6][c:7]1[n:8][c:9]([NH:24][c:25]2[n:26][nH:27][c:28]([CH3:30])[cH:29]2)[cH:10][c:11]2[cH:12][c:13]([O:22][CH3:23])[c:14]([O:17][CH2:18][CH2:19][O:20][CH3:21])[cH:15][c:16]12.[O:1]1[CH2:2][CH:3]([OH:5])[CH2:4]1>>[O:1]1[CH2:2][CH:3]([O:5][c:7]2[n:8][c:9]([NH:24][c:25]3[n:26][nH:27][c:28]([CH3:30])[cH:29]3)[cH:10][c:11]3[cH:12][c:13]([O:22][CH3:23])[c:14]([O:17][CH2:18][CH2:19][O:20][CH3:21])[cH:15][c:16]23)[CH2:4]1. The reactants are CC(=O)O[BH-](OC(C)=O)OC(C)=O, O=C([O-])[O-], CCOC(=O)N1c2cc(O)c(OC)cc2C(N)CC1C, CC(=O)O, CCOC(C)=O, ClCCCl, O=Cc1cc(C(F)(F)F)cc(C(F)(F)F)c1, [K+], [K+], [Na+], O. Yields the product CCOC(=O)N1c2cc(O)c(OC)cc2C(NCc2cc(C(F)(F)F)cc(C(F)(F)F)c2)CC1C. Reaction SMILES: [C:41]([O:42][BH-:43]([O:44][C:45](=[O:46])[CH3:47])[O:48][C:49](=[O:50])[CH3:51])(=[O:52])[CH3:53].[C:55](=[O:56])([O-:57])[O-:58].[CH2:1]([CH3:2])[O:3][C:4](=[O:5])[N:6]1[CH:7]([CH3:20])[CH2:8][CH:9]([NH2:19])[c:10]2[cH:11][c:12]([O:17][CH3:18])[c:13]([OH:16])[cH:14][c:15]21.[CH3:37][C:38](=[O:39])[OH:40].[CH3:65][CH2:66][O:67][C:68](=[O:69])[CH3:70].[Cl:61][CH2:62][CH2:63][Cl:64].[F:21][C:22]([c:23]1[cH:24][c:25]([CH:26]=[O:27])[cH:28][c:29]([C:31]([F:32])([F:33])[F:34])[cH:30]1)([F:35])[F:36].[K+:59].[K+:60].[Na+:54].[OH2:71]>>[CH2:1]([CH3:2])[O:3][C:4](=[O:5])[N:6]1[CH:7]([CH3:20])[CH2:8][CH:9]([NH:19][CH2:26][c:25]2[cH:24][c:23]([C:22]([F:21])([F:35])[F:36])[cH:30][c:29]([C:31]([F:32])([F:33])[F:34])[cH:28]2)[c:10]2[cH:11][c:12]([O:17][CH3:18])[c:13]([OH:16])[cH:14][c:15]21. Starting materials: [Cl-].[NH4+] (ammonium chloride), CON(C([C@H](C)NC(OC(C)(C)C)=O)=O)C (t-butyl N-{(1S)-2-[methoxy(methyl)amino]-1-methyl-2-oxoethyl}carbamate), BrC1=CC=C(C=C1)F (1-bromo-4-fluorobenzene), [Mg] (magnesium), Grignard reagent. Run in O1CCCC1 (tetrahydrofuran), O1CCCC1 (tetrahydrofuran). Conditions: temperature 5 celsius, time 2 hour. Yields the product FC1=CC=C(C=C1)C([C@H](C)NC(OC(C)(C)C)=O)=O (t-butyl N-{(1S)-2-(4-fluorophenyl)-1-methyl-2-oxoethyl]carbamate). Isolated yield 97.4%. As a reaction SMILES: CON(C)[C:4](=[O:15])[C@@H:5]([NH:7][C:8](=[O:14])[O:9][C:10]([CH3:13])([CH3:12])[CH3:11])[CH3:6].Br[C:18]1[CH:23]=[CH:22][C:21]([F:24])=[CH:20][CH:19]=1.[Mg].[Cl-].[NH4+]>O1CCCC1>[F:24][C:21]1[CH:22]=[CH:23][C:18]([C:4](=[O:15])[C@@H:5]([NH:7][C:8](=[O:14])[O:9][C:10]([CH3:11])([CH3:12])[CH3:13])[CH3:6])=[CH:19][CH:20]=1 |f:3.4|. Reported procedure: A solution of 2.32 g t-butyl N-{(1S)-2-[methoxy(methyl)amino]-1-methyl-2-oxoethyl}carbamate in tetrahydrofuran was added dropwise under ice-cooling to a tetrahydrofuran solution of Grignard reagent prepared from 5.2 g of 1-bromo-4-fluorobenzene and 1 g magnesium. The mixture was stirred at 5° C. for 2 hours, then poured into an aqueous saturated ammonium chloride solution and extracted with ethyl acetate. The extract was purified by silica gel column, to give 2.6 g of t-butyl N-{(1S)-2-(4-fluoro... The reactants are C(C)OC(/C(=C/C(=O)C1=CC(=C(C=C1)F)C(F)(F)F)/O)=O ((Z)-4-(4-fluoro-3-trifluoromethyl-phenyl)-2-hydroxy-4-oxo-but-2-enoic acid ethyl ester), CNN (methylhydrazine). The solvent is C(C)O (ethanol). Product: C(C)OC(=O)C=1N(N=C(C1)C1=CC(=C(C=C1)F)C(F)(F)F)C (5-(4-fluoro-3-trifluoromethyl-phenyl)-2-methyl-2H-pyrazole-3-carboxylic acid ethyl ester), C(C)OC(=O)C1=NN(C(=C1)C1=CC(=C(C=C1)F)C(F)(F)F)C (5-(4-fluoro-3-trifluoromethyl-phenyl)-1-methyl-1H-pyrazole-3-carboxylic acid ethyl ester). Reaction SMILES: [CH2:1]([O:3][C:4](=[O:21])/[C:5](/O)=[CH:6]/[C:7]([C:9]1[CH:14]=[CH:13][C:12]([F:15])=[C:11]([C:16]([F:19])([F:18])[F:17])[CH:10]=1)=O)[CH3:2].[CH3:22][NH:23][NH2:24]>C(O)C>[CH2:1]([O:3][C:4]([C:5]1[N:23]([CH3:22])[N:24]=[C:7]([C:9]2[CH:14]=[CH:13][C:12]([F:15])=[C:11]([C:16]([F:19])([F:18])[F:17])[CH:10]=2)[CH:6]=1)=[O:21])[CH3:2].[CH2:1]([O:3][C:4]([C:5]1[CH:6]=[C:7]([C:9]2[CH:14]=[CH:13][C:12]([F:15])=[C:11]([C:16]([F:19])([F:18])[F:17])[CH:10]=2)[N:23]([CH3:22])[N:24]=1)=[O:21])[CH3:2]. Procedure: In analogy to the procedure described for example 4 b], (Z)-4-(4-fluoro-3-trifluoromethyl-phenyl)-2-hydroxy-4-oxo-but-2-enoic acid ethyl ester was reacted with methylhydrazine in ethanol under reflux conditions to give 5-(4-fluoro-3-trifluoromethyl-phenyl)-2-methyl-2H-pyrazole-3-carboxylic acid ethyl ester as colorless crystals and 5-(4-fluoro-3-trifluoromethyl-phenyl)-1-methyl-1H-pyrazole-3-carboxylic acid ethyl ester as colorless crystals. Reactants: aqueous solution, [OH-].[Na+] (sodium hydroxide), C(C1CO1)OCCCCCCCC (octyl glycidyl ether), C(C)(=O)O (acetic acid), aqueous solution, [OH-].[Na+] (sodium hydroxide). Solvent: O (water), O (water). Reaction conditions: temperature 200 celsius, time 1 hour. Yields the product C(C(O)CO)OCCCCCCCC (monooctyl glyceryl ether). Yield: 558.0%. As a reaction SMILES: [CH2:1]([O:5][CH2:6][CH2:7][CH2:8][CH2:9][CH2:10][CH2:11][CH2:12][CH3:13])[CH:2]1[O:4][CH2:3]1.C(O)(=[O:16])C.[OH-].[Na+]>O>[CH2:1]([O:5][CH2:6][CH2:7][CH2:8][CH2:9][CH2:10][CH2:11][CH2:12][CH3:13])[CH:2]([CH2:3][OH:16])[OH:4] |f:2.3|. Procedure details: In a reactor, 390 g of octanol, 2 g of aluminum triisopropoxide and 1.4 g of sulfuric acid were charged. After heating to 100° C., dehydration was conducted under reduced pressure (2.67 kPa). The residue was then cooled to 85° C., followed by the dropwise addition of 185 g of epichlorohydrin at a temperature maintained at 85° C. After stirring at 85° C. for 4 hours, an excess alcohol was removed at 100° C. under reduced pressure (0.67 kPa). To the crude octyl halohydrin ether thus obtained, 480 ... Starting materials: CC(C)(C)c1ccc(NC(=O)c2cc(Cl)nnc2NCc2ccc(F)cc2)cc1, CO. Product: CC(C)(C)c1ccc(NC(=O)c2ccnnc2NCc2ccc(F)cc2)cc1. RXN SMILES: [C:1]([CH3:2])([CH3:3])([CH3:4])[c:5]1[cH:6][cH:7][c:8]([NH:11][C:12](=[O:13])[c:14]2[c:15]([NH:21][CH2:22][c:23]3[cH:24][cH:25][c:26]([F:29])[cH:27][cH:28]3)[n:16][n:17][c:18]([Cl:20])[cH:19]2)[cH:9][cH:10]1.[CH3:30][OH:31]>>[C:1]([CH3:2])([CH3:3])([CH3:4])[c:5]1[cH:6][cH:7][c:8]([NH:11][C:12](=[O:13])[c:14]2[c:15]([NH:21][CH2:22][c:23]3[cH:24][cH:25][c:26]([F:29])[cH:27][cH:28]3)[n:16][n:17][cH:18][cH:19]2)[cH:9][cH:10]1. Reactants: CC1(O[C@@H]2[C@H](O1)O[C@@H](C2)CO)C ([(3aS,5S,6aS)-2,2-dimethyl-3a,5,6,6a-tetrahydrofuro[2,3-d][1,3]dioxol-5-yl]methanol), CC1(O[C@@H]2[C@H](O1)O[C@@H](C2)CO)C ([(3aS,5S,6aS)-2,2-dimethyl-3a,5,6,6a-tetrahydrofuro[2,3-d][1,3]dioxol-5-yl]methanol), CC(=O)OI1(C=2C=CC=CC2C(=O)O1)(OC(=O)C)OC(=O)C (Dess-Martine periodinane). Solvent: C1CCOC1 (THF). Conditions: time 2 hour. Yields the product CC1(O[C@@H]2[C@H](O1)O[C@@H](C2)C=O)C ((3aS,5S,6aS)-2,2-dimethyl-3a,5,6,6a-tetrahydrofuro[2,3-d][1,3]dioxole-5-carbaldehyde). Isolated yield 60.6%. RXN SMILES: [CH3:1][C:2]1([CH3:12])[O:6][C@@H:5]2[O:7][C@H:8]([CH2:10][OH:11])[CH2:9][C@@H:4]2[O:3]1.CC(OI1(OC(C)=O)(OC(C)=O)OC(=O)C2C=CC=CC1=2)=O>C1COCC1>[CH3:1][C:2]1([CH3:12])[O:6][C@@H:5]2[O:7][C@H:8]([CH:10]=[O:11])[CH2:9][C@@H:4]2[O:3]1. Procedure details: To a stirred solution of [(3aS,5S,6aS)-2,2-dimethyl-3a,5,6,6a-tetrahydrofuro[2,3-d][1,3]dioxol-5-yl]methanol (compound 25e, 2 g, 11.5 mmol) in THF (20 mL) was added Dess-Martine periodinane (7.2 g, 17.2 mmol). After being stirred room temperature for 2 hours, the resulting solution was filtered and the filtrate was concentrated in vacuo. The residue was purified by column chromatography on silica gel (eluting with 1:3 EtOAc in petroleum ether) to afford 1.2 g of (3aS,5S,6aS)-2,2-dimethyl-3a,5,6,...